From a dataset of the Open Reaction Database (ORD), a public repository of structured organic reaction records. describe an organic reaction: reactants, conditions, products, and yield Starting materials: N(=O)[O-].[Na+] (sodium nitrite), O.O.[Sn](Cl)Cl (tin (II) chloride dihydrate), NC1=CC=C(C#N)C=C1 (4-aminobenzonitrile). Run in O (water), Cl (hydrochloric acid), Cl (hydrochloric acid). Run at temperature -15 celsius, time 15 minute. Yields the product Cl.C(#N)C1=CC=C(C=C1)NN (4-Cyanophenylhydrazine. Hydrochloride). The yield is 78.1%. RXN SMILES: [NH2:1][C:2]1[CH:9]=[CH:8][C:5]([C:6]#[N:7])=[CH:4][CH:3]=1.[N:10]([O-])=O.[Na+].O.O.[Sn](Cl)[Cl:17]>Cl.O>[ClH:17].[C:6]([C:5]1[CH:8]=[CH:9][C:2]([NH:1][NH2:10])=[CH:3][CH:4]=1)#[N:7] |f:1.2,3.4.5,8.9|. Reported procedure: To a cooled (-15° C.) and stirred suspension of 4-aminobenzonitrile (50 g, 423 mmol) in concentrated hydrochloric acid (550 ml) was added dropwise a solution of sodium nitrite (31.5 g, 457 mmol) in water (200 ml) at such a rate as to maintain the temperature below -10° C. After the addition was finished, the reaction mixture was quickly filtered to remove solids and the filtrate was added portionwise to a cooled (-20° C.) and stirred solution of tin (II) chloride dihydrate (477 g, 2.1 mol) in co... The reactants are Oc1ccnc2c(OC(F)F)cccc12, N, O=P(Cl)(Cl)Cl. Product: FC(F)Oc1cccc2c(Cl)ccnc12. As a reaction SMILES: [F:1][CH:2]([O:3][c:4]1[cH:5][cH:6][cH:7][c:8]2[c:9]([OH:14])[cH:10][cH:11][n:12][c:13]12)[F:15].[NH3:16].[P:17]([Cl:18])([Cl:19])([Cl:20])=[O:21]>>[F:1][CH:2]([O:3][c:4]1[cH:5][cH:6][cH:7][c:8]2[c:9]([Cl:19])[cH:10][cH:11][n:12][c:13]12)[F:15]. Starting materials: FC=1C(=C2C=3N(C4(CO2)CCC4)C=C(C(C3C1)=O)C(=O)OCC)F (ethyl 9′,10′-difluoro-7′-oxospiro[cyclobutane-1,3′(2′H)-[7H]pyrido[1,2,3-de][1,4]benzoxazine]-6′-carboxylate), [N+](=O)([O-])[O-].[K+] (KNO3), ice water. Solvent: OS(=O)(=O)O (H2SO4). Run at temperature 0 celsius, time 1 hour. Yields the product FC=1C(=C2C=3N(C4(CO2)CCC4)C=C(C(C3C1[N+](=O)[O-])=O)C(=O)OCC)F (Ethyl 9′,10′-difluoro-8′-nitro-7′-oxospiro-[cyclobutane-1,3′(2′H)-[7H]pyrido[1,2,3-de][1,4]benzoxazine]-6′-carboxylate). The yield is 91.2%. RXN SMILES: [F:1][C:2]1[C:3]([F:24])=[C:4]2[O:9][CH2:8][C:7]3([CH2:12][CH2:11][CH2:10]3)[N:6]3[CH:13]=[C:14]([C:19]([O:21][CH2:22][CH3:23])=[O:20])[C:15](=[O:18])[C:16]([CH:17]=1)=[C:5]23.[N+:25]([O-])([O-:27])=[O:26].[K+]>OS(O)(=O)=O>[F:1][C:2]1[C:3]([F:24])=[C:4]2[O:9][CH2:8][C:7]3([CH2:10][CH2:11][CH2:12]3)[N:6]3[CH:13]=[C:14]([C:19]([O:21][CH2:22][CH3:23])=[O:20])[C:15](=[O:18])[C:16]([C:17]=1[N+:25]([O-:27])=[O:26])=[C:5]23 |f:1.2|. Reported procedure: A solution of ethyl 9′,10′-difluoro-7′-oxospiro[cyclobutane-1,3′(2′H)-[7H]pyrido[1,2,3-de][1,4]benzoxazine]-6′-carboxylate (580 mg, 1.73 mmol) in concentrated H2SO4 (7 mL) was treated portion wise at 0° C. with solid KNO3 (245 mg, 2.42 mmol). The reaction mixture was stirred for 1 hour at 0° C. and poured into ice-water. The resulting precipitate was collected by filtration, washed with water and dried to yield the title compound (600 mg, 91%) as a pale yellow solid. 1H-NMR (400 MHz, DMSO-d6) δ ... Starting materials: CC1CN(C(=O)OCc2ccccc2)CCC1OCC(=O)OC(C)(C)C, ClCCl, O=C(O)C(F)(F)F. Product: CC1CN(C(=O)OCc2ccccc2)CCC1OC=C=O. As a reaction SMILES: [CH2:1]([c:2]1[cH:3][cH:4][cH:5][cH:6][cH:7]1)[O:8][C:9](=[O:10])[N:11]1[CH2:12][CH:13]([CH3:26])[CH:14]([O:17][CH2:18][C:19](=[O:20])[O:21][C:22]([CH3:23])([CH3:24])[CH3:25])[CH2:15][CH2:16]1.[CH2:34]([Cl:35])[Cl:36].[OH:27][C:28]([C:29]([F:30])([F:31])[F:32])=[O:33]>>[CH2:1]([c:2]1[cH:3][cH:4][cH:5][cH:6][cH:7]1)[O:8][C:9](=[O:10])[N:11]1[CH2:12][CH:13]([CH3:26])[CH:14]([O:17][CH:18]=[C:19]=[O:20])[CH2:15][CH2:16]1. RXN SMILES: [CH:1](=[O:2])[NH:3][c:4]1[c:5]2[c:6]([s:7][c:8]1-[c:9]1[cH:10][cH:11][c:12]([Cl:15])[cH:13][cH:14]1)[cH:16][cH:17][cH:18][cH:19]2.[ClH:20].[NH3:21].[OH2:22]>>[NH2:3][c:4]1[c:5]2[c:6]([s:7][c:8]1-[c:9]1[cH:10][cH:11][c:12]([Cl:15])[cH:13][cH:14]1)[cH:16][cH:17][cH:18][cH:19]2. Reactants: O=CNc1c(-c2ccc(Cl)cc2)sc2ccccc12, Cl, N, O. Product: Nc1c(-c2ccc(Cl)cc2)sc2ccccc12. Starting materials: O=C([O-])O, COc1cc2c(Oc3ccc4[nH]c(C)cc4c3)ncnc2cc1OCC1CCNCC1, CO, ClCCN1CCOCC1, Cl, [I-], [K+], [Na+]. Yields the product COc1cc2c(Oc3ccc4[nH]c(C)cc4c3)ncnc2cc1OCC1CCN(CCN2CCOCC2)CC1. RXN SMILES: [C:44](=[O:45])([O-:46])[OH:47].[CH3:1][O:2][c:3]1[cH:4][c:5]2[c:6]([O:21][c:22]3[cH:23][c:24]4[cH:25][c:26]([CH3:31])[nH:27][c:28]4[cH:29][cH:30]3)[n:7][cH:8][n:9][c:10]2[cH:11][c:12]1[O:13][CH2:14][CH:15]1[CH2:16][CH2:17][NH:18][CH2:19][CH2:20]1.[CH3:49][OH:50].[Cl:35][CH2:36][CH2:37][N:38]1[CH2:39][CH2:40][O:41][CH2:42][CH2:43]1.[ClH:34].[I-:33].[K+:32].[Na+:48]>>[CH3:1][O:2][c:3]1[cH:4][c:5]2[c:6]([O:21][c:22]3[cH:23][c:24]4[cH:25][c:26]([CH3:31])[nH:27][c:28]4[cH:29][cH:30]3)[n:7][cH:8][n:9][c:10]2[cH:11][c:12]1[O:13][CH2:14][CH:15]1[CH2:16][CH2:17][N:18]([CH2:36][CH2:37][N:38]2[CH2:39][CH2:40][O:41][CH2:42][CH2:43]2)[CH2:19][CH2:20]1. The reactants are [H-], CI, COC(=O)c1ccc(N)c([N+](=O)[O-])c1C, [Na+], C1CCOC1. The product is CNc1ccc(C(=O)OC)c(C)c1[N+](=O)[O-]. Reaction SMILES: [H-:18].[I:1][CH3:2].[NH2:3][c:4]1[c:5]([N+:15](=[O:16])[O-:17])[c:6]([CH3:14])[c:7]([C:8](=[O:9])[O:10][CH3:11])[cH:12][cH:13]1.[Na+:19].[O:20]1[CH2:21][CH2:22][CH2:23][CH2:24]1>>[CH3:2][NH:3][c:4]1[c:5]([N+:15](=[O:16])[O-:17])[c:6]([CH3:14])[c:7]([C:8](=[O:9])[O:10][CH3:11])[cH:12][cH:13]1. The reactants are C=CCBr, CCOC(C)=O, N#Cc1ccc(O)cc1F, [K+], [K+], O=C([O-])[O-], CN(C)C=O. Yields the product C=CCOc1ccc(C#N)c(F)c1. RXN SMILES: [CH2:11]([CH:12]=[CH2:13])[Br:14].[CH3:26][CH2:27][O:28][C:29](=[O:30])[CH3:31].[F:1][c:2]1[c:3]([C:4]#[N:5])[cH:6][cH:7][c:8]([OH:10])[cH:9]1.[K+:15].[K+:16].[O-:17][C:18]([O-:19])=[O:20].[O:21]=[CH:22][N:23]([CH3:24])[CH3:25]>>[F:1][c:2]1[c:3]([C:4]#[N:5])[cH:6][cH:7][c:8]([O:10][CH2:13][CH:12]=[CH2:11])[cH:9]1. The reactants are O=C(Cl)OCc1ccccc1, Nc1ccc2cc(S(=O)(=O)O)ccc2c1, [Na+], [Na], [OH-], O. Product: O=C(Nc1ccc2cc(S(=O)(=O)O)ccc2c1)OCc1ccccc1. Reaction SMILES: [Cl:19][C:20](=[O:21])[O:22][CH2:23][c:24]1[cH:25][cH:26][cH:27][cH:28][cH:29]1.[NH2:1][c:2]1[cH:3][cH:4][c:5]2[cH:6][c:7]([S:12]([OH:13])(=[O:14])=[O:15])[cH:8][cH:9][c:10]2[cH:11]1.[Na+:18].[Na:16].[OH-:17].[OH2:30]>>[NH:1]([c:2]1[cH:3][cH:4][c:5]2[cH:6][c:7]([S:12]([OH:13])(=[O:14])=[O:15])[cH:8][cH:9][c:10]2[cH:11]1)[C:20](=[O:21])[O:22][CH2:23][c:24]1[cH:25][cH:26][cH:27][cH:28][cH:29]1. Starting materials: FC(OC1=CC=C(C=C1)C(C(=O)O)C(C)C)F (2-(4-difluoromethoxyphenyl)-3-methylbutyric acid), COC=1C=CC2=C(C1)C(=CC=N2)[C@H]([C@@H]3C[C@@H]4CCN3C[C@@H]4C=C)O (quinine). The solvent is C1(=CC=CC=C1)C (toluene). Product: FC(OC1=CC=C(C=C1)[C@@H](C(=O)O)C(C)C)F ((S)-2-(4-difluoromethoxyphenyl)-3-methylbutyric acid). Isolated yield 42.0%. RXN SMILES: [F:1][CH:2]([F:17])[O:3][C:4]1[CH:9]=[CH:8][C:7]([CH:10]([CH:14]([CH3:16])[CH3:15])[C:11]([OH:13])=[O:12])=[CH:6][CH:5]=1.COC1C=CC2N=CC=C([C@@H](O)[C@H]3N4C[C@H](C=C)[C@@H](CC4)C3)C=2C=1>C1(C)C=CC=CC=1>[F:1][CH:2]([F:17])[O:3][C:4]1[CH:5]=[CH:6][C:7]([C@H:10]([CH:14]([CH3:15])[CH3:16])[C:11]([OH:13])=[O:12])=[CH:8][CH:9]=1. Procedure: Dissolve 50 g of 2-(4-difluoromethoxyphenyl)-3-methylbutyric acid in 130 g of toluene and to this solution is added 0.24 mole of resolving agent quinine. Heat the solution with stirring under reflux for 6 hours, then cool, filter, and transfer the resulting solids to 49 g of 15% hydrochloric acid. Heat the mixture with stirring at 40° C. for 2 hours and then allow the mixture to cool to room temperature. The resulting mixture is extracted with benzene 2-3 times, and the solvent benzene is then r...